Dataset: the Open Reaction Database (ORD), a public repository of structured organic reaction records. Task: describe an organic reaction: reactants, conditions, products, and yield Reactants: N(N)C1=CC(N(C(N1CC(C)C)=O)C)=O (6-hydrazino-1-isobutyl-3-methylpyrimidine-2,4(1H,3H)-dione), BrC=1C=C2C(=CNC2=CC1)C=O (5-bromo-1H-indole-3-carbaldehyde), CN1C(=NC=C1)C=O (1-methyl-1H-imidazole-2-carbaldehyde). Product: BrC=1C=C2C(=CNC2=CC1)CN1N=C2N(C(N(C(C2=C1C=1N(C=CN1)C)=O)C)=O)CC(C)C (2-[(5-bromo-1H-indol-3-yl)methyl]-7-isobutyl-5-methyl-3-(1-methyl-1H-imidazol-2-yl)-2H-pyrazolo[3,4-d]pyrimidine-4,6(5H,7H)-dione). Reaction SMILES: [NH:1]([C:3]1[N:8]([CH2:9][CH:10]([CH3:12])[CH3:11])[C:7](=[O:13])[N:6]([CH3:14])[C:5](=[O:15])[CH:4]=1)[NH2:2].[Br:16][C:17]1[CH:18]=[C:19]2[C:23](=[CH:24][CH:25]=1)[NH:22][CH:21]=[C:20]2[CH:26]=O.[CH3:28][N:29]1[CH:33]=[CH:32][N:31]=[C:30]1[CH:34]=O>>[Br:16][C:17]1[CH:18]=[C:19]2[C:23](=[CH:24][CH:25]=1)[NH:22][CH:21]=[C:20]2[CH2:26][N:2]1[C:34]([C:30]2[N:29]([CH3:28])[CH:33]=[CH:32][N:31]=2)=[C:4]2[C:3]([N:8]([CH2:9][CH:10]([CH3:11])[CH3:12])[C:7](=[O:13])[N:6]([CH3:14])[C:5]2=[O:15])=[N:1]1. Reported procedure: This compound was made following the procedure described above, starting with 6-hydrazino-1-isobutyl-3-methylpyrimidine-2,4(1H,3H)-dione, and condensing first with 5-bromo-1H-indole-3-carbaldehyde, followed by 1-methyl-1H-imidazole-2-carbaldehyde. Starting materials: CNC(=O)C=1NC2=CC=CC=C2C1C=C (N-methyl-3-vinyl-1H-indole-2-carboxamide). Reagents/catalysts: [Pd] (Pd/C). Run in C(C)(=O)OCC (ethyl acetate). Run at time 3 hour. Yields the product C(C)C1=C(NC2=CC=CC=C12)C(=O)NC (3-ethyl-N-methyl-1H-indole-2-carboxamide). Yield: 88.8%. As a reaction SMILES: [CH3:1][NH:2][C:3]([C:5]1[NH:6][C:7]2[C:12]([C:13]=1[CH:14]=[CH2:15])=[CH:11][CH:10]=[CH:9][CH:8]=2)=[O:4]>C(OCC)(=O)C.[Pd]>[CH2:14]([C:13]1[C:12]2[C:7](=[CH:8][CH:9]=[CH:10][CH:11]=2)[NH:6][C:5]=1[C:3]([NH:2][CH3:1])=[O:4])[CH3:15]. Procedure: A mixture of N-methyl-3-vinyl-1H-indole-2-carboxamide (1.1 g, 5.4 mmol) and 10% Pd/C (55 mg) in ethyl acetate (150 mL) was stirred for 3 h under an atmosphere of hydrogen. The mixture was filtered through celite and evaporated to afford the title compound (970 mg 90%). 1H NMR (400 MHz, DMSO-d6) δ 11.05 (s, 1H), 7.80 (s, 1H), 7.59 (d, J=7.6 Hz, 1H), 7.36 (d, J=8.4 Hz, 1H), 7.17 (t, J=6.8 Hz, 1H), 7.04 (t, J=6.0 Hz, 1H), 3.01 (q, J=7.4 Hz, 2H), 2.81 (d, J=4.6 Hz, 3H), 1.17 (t, J=7.4 Hz, 3H). Reactants: CC#N, COc1cc([N+](=O)[O-])c(Nc2nc(-c3cccc(Cl)c3)c(C(N)=O)s2)cc1C(OC)OC, Cl. The product is COc1cc([N+](=O)[O-])c(Nc2nc(-c3cccc(Cl)c3)c(C(N)=O)s2)cc1C=O. Reaction SMILES: [CH3:34][C:35]#[N:36].[Cl:1][c:2]1[cH:3][c:4](-[c:8]2[n:9][c:10]([NH:16][c:17]3[c:18]([N+:30](=[O:31])[O-:32])[cH:19][c:20]([O:28][CH3:29])[c:21]([CH:23]([O:24][CH3:27])[O:25][CH3:26])[cH:22]3)[s:11][c:12]2[C:13](=[O:14])[NH2:15])[cH:5][cH:6][cH:7]1.[ClH:33]>>[Cl:1][c:2]1[cH:3][c:4](-[c:8]2[n:9][c:10]([NH:16][c:17]3[c:18]([N+:30](=[O:31])[O-:32])[cH:19][c:20]([O:28][CH3:29])[c:21]([CH:23]=[O:24])[cH:22]3)[s:11][c:12]2[C:13](=[O:14])[NH2:15])[cH:5][cH:6][cH:7]1. Starting materials: C(C)[Mg]Br (ethylmagnesium bromide), ClC1=CC=C(C=2N3C(=NC21)N(CCC3)C3=C(C=C(C=C3)Cl)Cl)/C=C/C(=O)OCC (ethyl (2E)-3-[9-chloro-1-(2,4-dichlorophenyl)-1,2,3,4-tetrahydropyrimido[1,2-a]benzimidazol-6-yl]prop-2-enoate), [Cl-].[NH4+] (ammonium chloride). The reagents and catalysts are [Cu]I (copper (I) iodide). Run at temperature 0 celsius, time 1 hour. Product: ClC1=CC=C(C=2N3C(=NC21)N(CCC3)C3=C(C=C(C=C3)Cl)Cl)C(CC(=O)OCC)CC (Ethyl 3-[9-chloro-1-(2,4-dichlorophenyl)-1,2,3,4-tetrahydropyrimido[1,2-a]benzimidazol-6-yl]pentanoate). The yield is 59.4%. Reaction SMILES: [Cl:1][C:2]1[C:10]2[N:9]=[C:8]3[N:11]([C:15]4[CH:20]=[CH:19][C:18]([Cl:21])=[CH:17][C:16]=4[Cl:22])[CH2:12][CH2:13][CH2:14][N:7]3[C:6]=2[C:5](/[CH:23]=[CH:24]/[C:25]([O:27][CH2:28][CH3:29])=[O:26])=[CH:4][CH:3]=1.[CH2:30]([Mg]Br)[CH3:31].[Cl-].[NH4+]>[Cu]I>[Cl:1][C:2]1[C:10]2[N:9]=[C:8]3[N:11]([C:15]4[CH:20]=[CH:19][C:18]([Cl:21])=[CH:17][C:16]=4[Cl:22])[CH2:12][CH2:13][CH2:14][N:7]3[C:6]=2[C:5]([CH:23]([CH2:30][CH3:31])[CH2:24][C:25]([O:27][CH2:28][CH3:29])=[O:26])=[CH:4][CH:3]=1 |f:2.3|. Reported procedure: To a mixture of ethyl (2E)-3-[9-chloro-1-(2,4-dichlorophenyl)-1,2,3,4-tetrahydropyrimido[1,2-a]benzimidazol-6-yl]prop-2-enoate (489 mg, 1.08 mmol) and copper (I) iodide (155 mg, 1.08 mmol) was added ethylmagnesium bromide (3.0 M in diethyl ether, 1.44 mL, 4.32 mmol) at 0° C. The mixture was stirred at 0° C. for 1 hr. Aqueous ammonium chloride was added to the reaction mixture at 0° C. and the mixture was extracted with ethyl acetate. The organic layer was washed with brine, dried over anhydrous ... Reactants: C(C)(C)OB(OC(C)C)OC(C)C (triisopropylborate), C(CCC)[Li] (n-butyllithium), C(C)(C)(C)C1=C(C=CC=C1)S(=O)(=O)N (tert-butylbenzenesulfonamide), [F-].[K+] (KF), C1(=CC=CC=C1)C (toluene). As a reaction SMILES: C([C:5]1C=CC=[CH:7][C:6]=1[S:11]([NH2:14])(=[O:13])=[O:12])(C)(C)C.[F-].[K+].[CH2:17]([Li])CCC.C([O:25][B:26](OC(C)C)[O:27]C(C)C)(C)C.[C:35]1(C)[CH:40]=[CH:39][CH:38]=[CH:37][CH:36]=1>O1CCCC1>[C:6]([S:11]([NH:14][O:25][B:26]([C:35]1[CH:36]=[CH:37][CH:38]=[CH:39][CH:40]=1)[OH:27])(=[O:13])=[O:12])([CH3:17])([CH3:7])[CH3:5] |f:1.2|. Isolated yield 90.0%. Conditions: temperature 1 celsius, time 2 hour. Solvent: O1CCCC1 (tetrahydrofuran). Product: solution, C(C)(C)(C)S(=O)(=O)NOB(O)C1=CC=CC=C1 (t-Butyl sulfonamidophenylboronic acid). Procedure details: A 3-liter 3-necked flask is equipped with an overhead stirrer, a nitrogen inlet and an addition funnel. The flask is charged with tetrahydrofuran (256 mL; KF<70 mcg/mL) and the toluene solution of the sulfonamide 13b (125 mL containing 48.5 g, 0.228 mol, 1.8M solution in toluene-0.389 g/mL). The mixture is cooled to 1° C. The KF of the solution is 70 mcg/mL. The n-butyllithium (1.6M in hexanes, 302 mL, 0.48 mol) is charged into the addition funnel and added dropwise over 55 min., maintaining a t... Reactants: 15, C1(=CC=CC=C1)CN1CCC(CC1)C(=O)C=1SC=CC1 ([1-(phenylmethyl)-4-piperidinyl] (2-thienyl)methanone), C(OCC)(=O)Cl (ethyl carbonochloridate). Run in C1=CC=CC=C1 (benzene). Reaction conditions: time 6 hour. The product is 13, S1C(=CC=C1)C(=O)C1CCN(CC1)C(=O)OCC (ethyl 4-(2-thienylcarbonyl)-1-piperidinecarboxylate). Reaction SMILES: C1(C[N:8]2[CH2:13][CH2:12][CH:11]([C:14]([C:16]3[S:17][CH:18]=[CH:19][CH:20]=3)=[O:15])[CH2:10][CH2:9]2)C=CC=CC=1.[C:21](Cl)(=[O:25])[O:22][CH2:23][CH3:24]>C1C=CC=CC=1>[S:17]1[CH:18]=[CH:19][CH:20]=[C:16]1[C:14]([CH:11]1[CH2:10][CH2:9][N:8]([C:21]([O:22][CH2:23][CH3:24])=[O:25])[CH2:13][CH2:12]1)=[O:15]. Reported procedure: To a stirred mixture of 15 parts of [1-(phenylmethyl)-4-piperidinyl] (2-thienyl)methanone in 120 parts of benzene are added dropwise 8 parts of ethyl carbonochloridate. Upon completion, the whole is heated to reflux and stirred for 6 hours at reflux temperature. The reaction mixture is cooled, filtered and evaporated, yielding 13 parts of ethyl 4-(2-thienylcarbonyl)-1-piperidinecarboxylate as a residue.